Dataset: the Open Reaction Database (ORD), a public repository of structured organic reaction records. Task: describe an organic reaction: reactants, conditions, products, and yield Reactants: FC(C=1C=C(C(CNC(CC2=CC=C(C(C(=O)OC)O)C=C2)C)O)C=CC1)(F)F (methyl 4-[2-[(3-trifloromethyl-β-hydroxyphenethyl)amino]propyl]mandelate), Cl.NC(=N)N (guanidine hydrochloride), [Na] (sodium). Solvent: CO (methanol), CO (methanol). Product: NC=1OC(C(N1)=O)C1=CC=C(C=C1)CC(C)NCC(C1=CC(=CC=C1)C(F)(F)F)O (2-amino 5-[4-[2[(3-trifluoromethyl-β-hydroxyphenethyl)amino]propyl]phenyl]oxazol-4-one). Isolated yield 29.3%. RXN SMILES: [F:1][C:2]([F:29])([F:28])[C:3]1[CH:4]=[C:5]([CH:25]=[CH:26][CH:27]=1)[CH:6]([OH:24])[CH2:7][NH:8][CH:9]([CH3:23])[CH2:10][C:11]1[CH:22]=[CH:21][C:14]([CH:15]([OH:20])[C:16](OC)=[O:17])=[CH:13][CH:12]=1.Cl.[NH2:31][C:32]([NH2:34])=N.[Na]>CO>[NH2:31][C:32]1[O:20][CH:15]([C:14]2[CH:21]=[CH:22][C:11]([CH2:10][CH:9]([NH:8][CH2:7][CH:6]([OH:24])[C:5]3[CH:25]=[CH:26][CH:27]=[C:3]([C:2]([F:1])([F:28])[F:29])[CH:4]=3)[CH3:23])=[CH:12][CH:13]=2)[C:16](=[O:17])[N:34]=1 |f:1.2,^1:34|. Reported procedure: To a solution of methyl 4-[2-[(3-trifloromethyl-β-hydroxyphenethyl)amino]propyl]mandelate (1.5 g) and guanidine hydrochloride (0.35 g) in methanol at room temperature was added a solution of sodium (0.084 g) in methanol. The solution was heated under reflux for 2 h., cooled, filtered and the solvent removed in vacuo. The residue was partitioned between ethyl acetate, and water, the organic layer separated, dried (magnesium sulphate), and evaporated to an oil which was chromatographed on silica. ... The reactants are Fc1c(Cl)cccc1Br, [Li]CCCC, O=C1CCN(Cc2ccccc2)C1, CCOCC, [Cl-], [NH4+]. Yields the product OC1(c2cccc(Cl)c2F)CCN(Cc2ccccc2)C1. RXN SMILES: [Br:1][c:2]1[c:3]([F:9])[c:4]([Cl:8])[cH:5][cH:6][cH:7]1.[CH2:10]([Li:11])[CH2:12][CH2:13][CH3:14].[CH2:15]([c:16]1[cH:17][cH:18][cH:19][cH:20][cH:21]1)[N:22]1[CH2:23][C:24](=[O:27])[CH2:25][CH2:26]1.[CH3:30][CH2:31][O:32][CH2:33][CH3:34].[Cl-:28].[NH4+:29]>>[c:2]1([C:24]2([OH:27])[CH2:23][N:22]([CH2:15][c:16]3[cH:17][cH:18][cH:19][cH:20][cH:21]3)[CH2:26][CH2:25]2)[c:3]([F:9])[c:4]([Cl:8])[cH:5][cH:6][cH:7]1. Starting materials: C1(CC1)C=1C=CC(=NC1OCC1CC1)C(=O)O (5-cyclopropyl-6-cyclopropylmethoxy-pyridine-2-carboxylic acid), C1(CC1)N(C)C1=NOC(=N1)C (cyclopropyl-(5-methyl-[1,2,4]oxadiazol-3-yl)-methylamine), C1(CC1)C[C@@H](C1=NOC(=N1)C)N ((S)-2-cyclopropyl-1-(5-methyl-[1,2,4]oxadiazol-3-yl)-ethylamine). Product: C1(CC1)C=1C=CC(=NC1OCC1CC1)C(=O)NC(C1=NOC(=N1)C)C1CC1 (5-Cyclopropyl-N-(cyclopropyl(5-methyl-1,2,4-oxadiazol-3-yl)methyl)-6-(cyclopropylmethoxy)picolinamide). Reaction SMILES: [CH:1]1([C:4]2[CH:5]=[CH:6][C:7]([C:15]([OH:17])=O)=[N:8][C:9]=2[O:10][CH2:11][CH:12]2[CH2:14][CH2:13]2)[CH2:3][CH2:2]1.C1(N(C2N=C(C)ON=2)C)CC1.[CH:29]1([CH2:32][C@H:33]([NH2:40])[C:34]2[N:38]=[C:37]([CH3:39])[O:36][N:35]=2)[CH2:31]C1>>[CH:1]1([C:4]2[CH:5]=[CH:6][C:7]([C:15]([NH:40][CH:33]([CH:32]3[CH2:29][CH2:31]3)[C:34]3[N:38]=[C:37]([CH3:39])[O:36][N:35]=3)=[O:17])=[N:8][C:9]=2[O:10][CH2:11][CH:12]2[CH2:13][CH2:14]2)[CH2:2][CH2:3]1. Reported procedure: The title compound was synthesized in analogy to Example 1, using 5-cyclopropyl-6-cyclopropylmethoxy-pyridine-2-carboxylic acid (Example 42 a) and cyclopropyl-(5-methyl-[1,2,4]oxadiazol-3-yl)-methylamine (which can e.g. be prepared in a similar manner than (S)-2-cyclopropyl-1-(5-methyl-[1,2,4]oxadiazol-3-yl)-ethylamine (Example 38 e)) as starting materials, MS (EI): m/e=369.2 [M+H]+. Starting materials: ClC=1C=C2C(=NC1)N(C=C2B2OC(C(O2)(C)C)(C)C)S(=O)(=O)C2=CC=C(C=C2)C (5-chloro-1-(p-tolylsulfonyl)-3-(4,4,5,5-tetramethyl-1,3,2-dioxaborolan-2-yl)pyrrolo[2,3-b]pyridine), C(=O)([O-])[O-].[Na+].[Na+] (Na2CO3), ClC1=NC=C(C(=N1)Cl)F (2,4-dichloro-5-fluoropyrimidine), ClC=1C=C2C(=NC1)N(C=C2C2=NC=C(C(=N2)S(=O)C)F)S(=O)(=O)C2=CC=C(C=C2)C (5-chloro-3-(5-fluoro-4-methylsulfinyl-pyrimidin-2-yl)-1-(p-tolylsulfonyl)pyrrolo[2,3-b]pyridine). The reagents and catalysts are C=1C=CC(=CC1)[P](C=2C=CC=CC2)(C=3C=CC=CC3)[Pd]([P](C=4C=CC=CC4)(C=5C=CC=CC5)C=6C=CC=CC6)([P](C=7C=CC=CC7)(C=8C=CC=CC8)C=9C=CC=CC9)[P](C=1C=CC=CC1)(C=1C=CC=CC1)C=1C=CC=CC1 (Pd(PPh3)4). Run in C(C)#N (acetonitrile), C(C)(C)O (isopropanol), C(C)#N (acetonitrile), C1CCOC1 (THF). Product: ClC=1C=C2C(=NC1)NC=C2C2=NC=C(C(=N2)NC2(C(CCCC2)O)O)F ((2-(5-chloro-1H-pyrrolo[2,3-b]pyridin-3-yl)-5-fluoropyrimidin-4-ylamino)cyclohexane-1,2-diol). Reaction SMILES: ClC1[N:7]=[C:6](Cl)[C:5](F)=[CH:4]N=1.ClC1C=C2C(B3O[C:23](C)([CH3:25])[C:22](C)(C)[O:21]3)=CN(S(C3C=CC(C)=CC=3)(=O)=O)C2=NC=1.C([O-])([O-])=[O:40].[Na+].[Na+].[Cl:45][C:46]1[CH:47]=[C:48]2[C:54]([C:55]3[N:60]=[C:59](S(C)=O)[C:58]([F:64])=[CH:57][N:56]=3)=[CH:53][N:52](S(C3C=CC(C)=CC=3)(=O)=O)[C:49]2=[N:50][CH:51]=1>C1C=CC([P]([Pd]([P](C2C=CC=CC=2)(C2C=CC=CC=2)C2C=CC=CC=2)([P](C2C=CC=CC=2)(C2C=CC=CC=2)C2C=CC=CC=2)[P](C2C=CC=CC=2)(C2C=CC=CC=2)C2C=CC=CC=2)(C2C=CC=CC=2)C2C=CC=CC=2)=CC=1.C1COCC1.C(#N)C.C(O)(C)C>[Cl:45][C:46]1[CH:47]=[C:48]2[C:54]([C:55]3[N:60]=[C:59]([NH:7][C:6]4([OH:40])[CH2:5][CH2:4][CH2:25][CH2:23][CH:22]4[OH:21])[C:58]([F:64])=[CH:57][N:56]=3)=[CH:53][NH:52][C:49]2=[N:50][CH:51]=1 |f:2.3.4,^1:78,80,99,118|. Procedure details: 2,4-dichloro-5-fluoropyrimidine, acetonitrile, isopropanol, reflux 1.5 hours; (b) 5-chloro-3-(4,4,5,5-tetramethyl-1,3,2-dioxaborolan-2-yl)-1-tosyl-1H-pyrrolo[2,3-b]pyridine, Pd(PPh3)4, 2M Na2CO3, acetonitrile, 120° C. microwave, 15 min.; (c) TBAF, THF. The reactants are COC(C[C@@H]1COC2=C1C=CC(=C2)O[C@@H]2CCC1=C(C(=CC=C21)C#N)Br)=O ({(S)-6-[(R)-4-bromo-5-cyano-indan-1-yloxy]-2,3-dihydro-benzofuran-3-yl}-acetic acid methyl ester), [Br-].FC=1C=C(C[Zn+])C=CC1 (3-fluoro-benzylzinc bromide), Intermediate 1. The reagents and catalysts are C(C)(C)C1=C(C(=CC=C1)C(C)C)N1C(N(C=C1)C1=C(C=CC=C1C(C)C)C(C)C)=[Pd-3](C1=NC=CC=C1Cl)(Cl)Cl ([1,3-bis(2,6-diisopropylphenyl)imidazol-2-ylidene]-(3-chloropyridyl)-palladium(II) dichloride). Product: COC(C[C@@H]1COC2=C1C=CC(=C2)O[C@@H]2CCC1=C(C(=CC=C21)C#N)CC2=CC(=CC=C2)F)=O ({(S)-6-[(R)-5-Cyano-4-(3-fluoro-benzyl)-indan-1-yloxy]-2,3-dihydro-benzofuran-3-yl}-acetic acid methyl ester). As a reaction SMILES: [CH3:1][O:2][C:3](=[O:27])[CH2:4][C@H:5]1[C:9]2[CH:10]=[CH:11][C:12]([O:14][C@H:15]3[C:23]4[C:18](=[C:19](Br)[C:20]([C:24]#[N:25])=[CH:21][CH:22]=4)[CH2:17][CH2:16]3)=[CH:13][C:8]=2[O:7][CH2:6]1.[Br-].[F:29][C:30]1[CH:31]=[C:32]([CH:35]=[CH:36][CH:37]=1)[CH2:33][Zn+]>C(C1C=CC=C(C(C)C)C=1N1C=CN(C2C(C(C)C)=CC=CC=2C(C)C)C1=[Pd-3](Cl)(Cl)C1C(Cl)=CC=CN=1)(C)C>[CH3:1][O:2][C:3](=[O:27])[CH2:4][C@H:5]1[C:9]2[CH:10]=[CH:11][C:12]([O:14][C@H:15]3[C:23]4[C:18](=[C:19]([CH2:33][C:32]5[CH:35]=[CH:36][CH:37]=[C:30]([F:29])[CH:31]=5)[C:20]([C:24]#[N:25])=[CH:21][CH:22]=4)[CH2:17][CH2:16]3)=[CH:13][C:8]=2[O:7][CH2:6]1 |f:1.2|. Procedure details: The title compound is prepared from {(S)-6-[(R)-4-bromo-5-cyano-indan-1-yloxy]-2,3-dihydro-benzofuran-3-yl}-acetic acid methyl ester and 3-fluoro-benzylzinc bromide following a procedure analogous to that described in Step 6 of Intermediate 1; [1,3-bis(2,6-diisopropylphenyl)imidazol-2-ylidene]-(3-chloropyridyl)-palladium(II) dichloride (Pd-PEPPSI-IPr) is used as catalyst. LC (method 4): tR=1.22 min; Mass spectrum (ESI+): m/z=458 [M+H]+.